Task: describe an organic reaction: reactants, conditions, products, and yield. Dataset: the Open Reaction Database (ORD), a public repository of structured organic reaction records Starting materials: C(C)OP(=O)(OCC)CC1=NC=C(C(=O)OC)C=C1 (methyl 6-[(diethoxyphosphoryl)methyl]nicotinate), C1CCOC1 (THF), [Li+].[OH-] (LiOH). Run in CO (MeOH). Reaction conditions: time 2 hour. Yields the product C(C)OP(=O)(OCC)CC1=NC=C(C(=O)O)C=C1 (6-[(Diethoxyphosphoryl)methyl]nicotinic acid). As a reaction SMILES: [CH2:1]([O:3][P:4]([CH2:9][C:10]1[CH:19]=[CH:18][C:13]([C:14]([O:16]C)=[O:15])=[CH:12][N:11]=1)([O:6][CH2:7][CH3:8])=[O:5])[CH3:2].C1COCC1.[Li+].[OH-]>CO>[CH2:1]([O:3][P:4]([CH2:9][C:10]1[CH:19]=[CH:18][C:13]([C:14]([OH:16])=[O:15])=[CH:12][N:11]=1)([O:6][CH2:7][CH3:8])=[O:5])[CH3:2] |f:2.3|. Procedure: A mixture of methyl 6-[(diethoxyphosphoryl)methyl]nicotinate (108 mg, 0.376 mmol), THF (1.13 mL) and MeOH (0.376 mL) was treated with LiOH (0.376 mL, 3.0M in water, 1.13 mmol) and stirred for 2 h. The mixture was concentrated to a white residue used crude in the next step. 1H NMR (DMSO-d6, 600 MHz) δ 8.95 (m, 1H), 8.22 (m, 1H), 7.48 (m, 1H), 3.96 (dt, J=15.3, 7.0 Hz, 4H), 3.53 (d, J=22.0 Hz, 2H), 1.15 (t, J=7.0 Hz, 3H). MS: cal'd 274 (MH+), exp 274 (MH+).